Dataset: the Open Reaction Database (ORD), a public repository of structured organic reaction records. Task: describe an organic reaction: reactants, conditions, products, and yield Reactants: [O-]S(=O)(=O)[O-].[Mn+2].O (MnSO4.H2O), solution, C(CCCCCC(C)(C)C)(=O)[O-].[Na+] (sodium neodecanoate), C1(=CC=CC=C1)C (toluene). Run in O (water). Conditions: time 10 minute. The product is C(CCCCCC(C)(C)C)(=O)[O-].[Mn+2].C(CCCCCC(C)(C)C)(=O)[O-] (Manganese neodecanoate). Reaction SMILES: [O-]S([O-])(=O)=O.[Mn+2:6].O.C1(C)C=CC=CC=1.[C:15]([O-:26])(=[O:25])[CH2:16][CH2:17][CH2:18][CH2:19][CH2:20][C:21]([CH3:24])([CH3:23])[CH3:22].[Na+]>O>[C:15]([O-:26])(=[O:25])[CH2:16][CH2:17][CH2:18][CH2:19][CH2:20][C:21]([CH3:22])([CH3:23])[CH3:24].[Mn+2:6].[C:15]([O-:26])(=[O:25])[CH2:16][CH2:17][CH2:18][CH2:19][CH2:20][C:21]([CH3:22])([CH3:23])[CH3:24] |f:0.1.2,4.5,7.8.9|. Reported procedure: Manganese neodecanoate was prepared by the following procedure: 8.45 g (0.05 moles) of MnSO4.H2O was dissolved in 50 g of water. 50 ml of toluene was added, and with vigorous stirring 77.6 g of a 25% solution of sodium neodecanoate (0.1 moles) was added in about 10 minutes. Rapid stirring was continued for 10 minutes after the addition was complete, stirring was discontinued, and the mixture was allowed to stand for 10 minutes to separate to a dark red organic phase and a clear colorless water p...